From a dataset of the Open Reaction Database (ORD), a public repository of structured organic reaction records. describe an organic reaction: reactants, conditions, products, and yield Starting materials: C1(=CC=C(C=C1)C(=O)C1=NOC(=N1)CC(=O)OC(C)C)C (isopropyl [3-(4-toluoyl)-1,2,4-oxadiazol-5-yl]acetate), S(O)(O)(=O)=O (sulfuric acid). Run in ice water. Run at time 10 minute. Product: C1(=CC=C(C=C1)C(=O)C1=NOC(=N1)CC(=O)O)C ([3-(4-Toluoyl)-1,2,4-oxadiazol-5-yl]acetic acid). The yield is 55.2%. Reaction SMILES: [C:1]1([CH3:21])[CH:6]=[CH:5][C:4]([C:7]([C:9]2[N:13]=[C:12]([CH2:14][C:15]([O:17]C(C)C)=[O:16])[O:11][N:10]=2)=[O:8])=[CH:3][CH:2]=1.S(=O)(=O)(O)O>>[C:1]1([CH3:21])[CH:2]=[CH:3][C:4]([C:7]([C:9]2[N:13]=[C:12]([CH2:14][C:15]([OH:17])=[O:16])[O:11][N:10]=2)=[O:8])=[CH:5][CH:6]=1. Procedure: To a flask containing 7.0 g of isopropyl [3-(4-toluoyl)-1,2,4-oxadiazol-5-yl]acetate was added 50 ml of cold concentrated sulfuric acid. This mixture was swirled and stirred for 10 minutes. The resulting solution was poured gradually into one liter of ice water with mechanical stirring to precipitate the product. The solid was collected by filtration, washed with water and dried in vacuo at room temperature. Recrystallization from acetone/hexane gave 3.3 g (56%) of a solid, m.p. 140°-141°. The product is FC1=CC=C(C=C1)\C(\C(=O)O)=N/OCC1=CC=C(C=C1)OCC=1N=C(OC1C)C1=CC=CC=C1 (E-2-(4-fluorophenyl)-2-[4-(5-methyl-2-phenyl-4-oxazolylmethoxy)benzyloxyimino]acetic acid). Procedure details: Sodium hydride (60% in oil, 209 mg) was added under a nitrogen atmosphere to a solution of ethyl E-2-(4-fluorophenyl)-2-hydroxyiminoacetate (920 mg) and 4-(4-chloromethylphenoxymethyl)-5-methyl-2-phenyloxazole (1.37 g) in N,N-dimethylformamide (10 ml) at room temperature and the mixture was stirred for 1 hour. After adding 1N HCl (7 ml), aqueous sodium bicarbonate was added, and then the mixture was extracted with ethyl acetate. The ethyl acetate layer was washed with saturated aqueous sodium ch... Yield: 53.8%. Starting materials: [H-].[Na+] (Sodium hydride), FC1=CC=C(C=C1)\C(\C(=O)OCC)=N/O (ethyl E-2-(4-fluorophenyl)-2-hydroxyiminoacetate), ClCC1=CC=C(OCC=2N=C(OC2C)C2=CC=CC=C2)C=C1 (4-(4-chloromethylphenoxymethyl)-5-methyl-2-phenyloxazole), Cl (HCl), C([O-])(O)=O.[Na+] (sodium bicarbonate). Run in CN(C=O)C (N,N-dimethylformamide). Conditions: time 1 hour. RXN SMILES: [H-].[Na+].[F:3][C:4]1[CH:9]=[CH:8][C:7](/[C:10](=[N:16]\[OH:17])/[C:11]([O:13]CC)=[O:12])=[CH:6][CH:5]=1.Cl[CH2:19][C:20]1[CH:39]=[CH:38][C:23]([O:24][CH2:25][C:26]2[N:27]=[C:28]([C:32]3[CH:37]=[CH:36][CH:35]=[CH:34][CH:33]=3)[O:29][C:30]=2[CH3:31])=[CH:22][CH:21]=1.Cl.C(=O)(O)[O-].[Na+]>CN(C)C=O>[F:3][C:4]1[CH:5]=[CH:6][C:7](/[C:10](=[N:16]\[O:17][CH2:19][C:20]2[CH:21]=[CH:22][C:23]([O:24][CH2:25][C:26]3[N:27]=[C:28]([C:32]4[CH:37]=[CH:36][CH:35]=[CH:34][CH:33]=4)[O:29][C:30]=3[CH3:31])=[CH:38][CH:39]=2)/[C:11]([OH:13])=[O:12])=[CH:8][CH:9]=1 |f:0.1,5.6|. Reactants: CC(C(C(=O)Cl)C1=CC=CC=C1)CC (3-methyl-2-phenylvaleryl chloride), NC1=C(C2=C(S1)CCC2)C#N (2-Amino-3-cyano-5,6-dihydro-4H-cyclopenta[b]thiophene). Run at time 20 hour. The product is C(#N)C=1C2=C(SC1NC(C(C(CC)C)C1=CC=CC=C1)=O)CCC2 (3-Methyl-2-phenyl-pentanoic acid (3-cyano-5,6-dihydro-4H-cyclopenta[b]thiophen-2-yl)-amide). Reaction SMILES: [CH3:1][CH:2]([CH2:13][CH3:14])[CH:3]([C:7]1[CH:12]=[CH:11][CH:10]=[CH:9][CH:8]=1)[C:4](Cl)=[O:5].[NH2:15][C:16]1[S:20][C:19]2[CH2:21][CH2:22][CH2:23][C:18]=2[C:17]=1[C:24]#[N:25]>>[C:24]([C:17]1[C:18]2[CH2:23][CH2:22][CH2:21][C:19]=2[S:20][C:16]=1[NH:15][C:4](=[O:5])[CH:3]([C:7]1[CH:12]=[CH:11][CH:10]=[CH:9][CH:8]=1)[CH:2]([CH3:1])[CH2:13][CH3:14])#[N:25]. Reported procedure: Reaction of 3-methyl-2-phenylvaleryl chloride (Prepared in Example 7, Step1) and 2-Amino-3-cyano-5,6-dihydro-4H-cyclopenta[b]thiophene (164 mg; 1.0 mmol) according to the procedure outlined in Example 5 for 20 h at room temperature provided after workup, crude which triturated with diethylether to give 94 mg of crude 3-Methyl-2-phenyl-pentanoic acid (3-cyano-5,6-dihydro-4H-cyclopenta[b]thiophen-2-yl)-amide which was further purified by dissolving in methylene chloride and passing through a short... Reactants: CCCCCC (hexane), CC1([C@H]([C@@H](C=2C(=CC=3C(=CC=NC3C2)C)O1)NCCC1=CC=CC=C1)O)C ((±)-trans-2,2,9-trimethyl-4-[(2-phenylethyl)amino]-3,4-dihydro-2H-pyrano[2,3-g]quinolin-3-ol), C(\C=C/C(=O)O)(=O)O (maleic acid). Run in C(C)(=O)OCC (ethyl acetate), C(C)(=O)OCC (ethyl acetate). Conditions: temperature 0 celsius. Product: CC1(C(C(C=2C(=CC=3C(=CC=NC3C2)C)O1)NCCC1=CC=CC=C1)O)C (2,2,9-trimethyl-4-[(2-phenylethyl)amino]-3,4-dihydro-2H-pyrano[2,3-g]quinolin-3-ol). Yield: 72.0%. RXN SMILES: [CH3:1][C:2]1([CH3:27])[O:16][C:6]2=[CH:7][C:8]3[C:9]([CH3:15])=[CH:10][CH:11]=[N:12][C:13]=3[CH:14]=[C:5]2[C@@H:4]([NH:17][CH2:18][CH2:19][C:20]2[CH:25]=[CH:24][CH:23]=[CH:22][CH:21]=2)[C@@H:3]1[OH:26].C(O)(=O)/C=C\C(O)=O.CCCCCC>C(OCC)(=O)C>[CH3:1][C:2]1([CH3:27])[O:16][C:6]2=[CH:7][C:8]3[C:9]([CH3:15])=[CH:10][CH:11]=[N:12][C:13]=3[CH:14]=[C:5]2[CH:4]([NH:17][CH2:18][CH2:19][C:20]2[CH:21]=[CH:22][CH:23]=[CH:24][CH:25]=2)[CH:3]1[OH:26]. Procedure: To a solution of (±)-trans-2,2,9-trimethyl-4-[(2-phenylethyl)amino]-3,4-dihydro-2H-pyrano[2,3-g]quinolin-3-ol (219 mg, 0.60 mmol) in ethyl acetate (3 mL), a solution of maleic acid (77 mg, 0.66 mmol) in ethyl acetate (1 mL) was added dropwise, the resulting reaction solution was cooled to 0° C., hexane (10 mL) was added thereto, and precipitated solid was filtered off to obtain 2,2,9-trimethyl-4-[(2-phenylethyl)amino]-3,4-dihydro-2H-pyrano[2,3-g]quinolin-3-ol 3/2 maleate (yield: 72%). Product: Cc1c[nH]c2cccc(Br)c12. Reactants: [Al+3], O=Cc1c[nH]c2cccc(Br)c12, C1CCOC1, [H-], [H-], [H-], [H-], [Li+]. As a reaction SMILES: [Al+3:2].[Br:7][c:8]1[c:9]2[c:10]([CH:17]=[O:18])[cH:11][nH:12][c:13]2[cH:14][cH:15][cH:16]1.[CH2:19]1[O:20][CH2:21][CH2:22][CH2:23]1.[H-:1].[H-:4].[H-:5].[H-:6].[Li+:3]>>[Br:7][c:8]1[c:9]2[c:10]([CH3:17])[cH:11][nH:12][c:13]2[cH:14][cH:15][cH:16]1. Starting materials: COC1=C2CCCC(C2=C(C=C1)[N+](=O)[O-])=O (5-methoxy-8-nitro-1-tetralone), imide, C(Cl)(Cl)Cl (chloroform), C(C1=CC=CC=C1)(=O)OOC(C1=CC=CC=C1)=O (benzoyl peroxide). Run in C(Cl)(Cl)(Cl)Cl (carbon tetrachloride). Product: OC1CCC(C2=C(C=CC(=C12)OC)[N+](=O)[O-])=O (4-Hydroxy-5-methoxy-8-nitro-1-tetralone). Reaction SMILES: [CH3:1][O:2][C:3]1[CH:12]=[CH:11][C:10]([N+:13]([O-:15])=[O:14])=[C:9]2[C:4]=1[CH2:5][CH2:6][CH2:7][C:8]2=[O:16].C(OOC(=O)C1C=CC=CC=1)(=[O:24])C1C=CC=CC=1.C(Cl)(Cl)Cl>C(Cl)(Cl)(Cl)Cl>[OH:24][CH:5]1[C:4]2[C:9](=[C:10]([N+:13]([O-:15])=[O:14])[CH:11]=[CH:12][C:3]=2[O:2][CH3:1])[C:8](=[O:16])[CH2:7][CH2:6]1. Procedure details: 2.0 gm of 5-methoxy-8-nitro-1-tetralone (described in Japanese Patent Laid-open (ko-kai) 279891/1989 and also in U.S. Pat. No. 4,939,255) and 2.05 gm of N-bromosuccinic imide were dissolved in 50 ml of carbon tetrachloride. After the addition of a catalytic amount of benzoyl peroxide, the mixture was heated under reflux for 4 hours and then cooled to room temperature, followed by the addition of 50 ml of chloroform. The mixture was washed with 10% aqueous solution of sodium hydroxide, water, and... Reactants: ClC=1C=C(C=CC1)N1N=C(C=C1C1=CC(=CC=C1)OCCCO)C(=O)O (1-(3-Chlorophenyl)-5-[3-(3-hydroxypropoxy)phenyl]-1H-pyrazole-3-carboxylic acid), ClC=1C=C(C=CC1)N1N=C(C=C1C1=CC(=CC=C1)OCCO)C(=O)N1CNC(C1)=O (1-({1-(3-Chlorophenyl)-5-[3-(2-hydroxyethoxy)phenyl]-1H-pyrazol-3-yl}carbonyl)imidazolidin-4-one). Product: ClC=1C=C(C=CC1)N1N=C(C=C1C1=CC(=CC=C1)OCCCO)C(=O)N1CNC(C1)=O (1-({1-(3-Chlorophenyl)-5-[3-(3-hydroxypropoxy)phenyl]-1H-pyrazol-3-yl}carbonyl)imidazolidin-4-one). Reaction SMILES: [Cl:1][C:2]1[CH:3]=[C:4]([N:8]2[C:12]([C:13]3[CH:18]=[CH:17][CH:16]=[C:15]([O:19][CH2:20][CH2:21][CH2:22][OH:23])[CH:14]=3)=[CH:11][C:10]([C:24]([OH:26])=O)=[N:9]2)[CH:5]=[CH:6][CH:7]=1.ClC1C=C(N2C(C3C=CC=C(OCCO)C=3)=CC(C([N:51]3[CH2:55][C:54](=[O:56])[NH:53][CH2:52]3)=O)=N2)C=CC=1>>[Cl:1][C:2]1[CH:3]=[C:4]([N:8]2[C:12]([C:13]3[CH:18]=[CH:17][CH:16]=[C:15]([O:19][CH2:20][CH2:21][CH2:22][OH:23])[CH:14]=3)=[CH:11][C:10]([C:24]([N:51]3[CH2:55][C:54](=[O:56])[NH:53][CH2:52]3)=[O:26])=[N:9]2)[CH:5]=[CH:6][CH:7]=1. Reported procedure: The preparation of the title compound takes place starting from the compound of Example 116A in analogy to the synthesis of the compound of Example 23. 54 mg (69% of theory) of the title compound are obtained. Reactants: COC=1C=C(N)C(=CC1)C (3-methoxy-6-methylaniline), S(N)(O)(=O)=O (sulfamic acid). Solvent: C(C)#N (Acetonitrile). Reaction conditions: time 2 hour. The product is COC1=C(S(=O)(=O)O)C=C(C(=C1)N)C (2-methoxy-5-methylsulfanilic acid). As a reaction SMILES: [CH3:1][O:2][C:3]1[CH:4]=[C:5]([C:7]([CH3:10])=[CH:8][CH:9]=1)[NH2:6].[S:11](=[O:15])(=[O:14])([OH:13])N>C(#N)C>[CH3:1][O:2][C:3]1[CH:4]=[C:5]([NH2:6])[C:7]([CH3:10])=[CH:8][C:9]=1[S:11]([OH:15])(=[O:14])=[O:13]. Procedure: 23.1 g of 3-methoxy-6-methylaniline and 16.4 g of sulfamic acid were put into a 100 ml egg-plant type flask and the mixture was heated to temperature of from 150° to 160° C. and maintained thereat for 2 hours. Acetonitrile was added to the reaction mixture and the crystals thus deposited were collected. The crystals were dissolved in an aqueous solution of sodium hydroxide, the solution was filtered and acidified with hydrochloric acid, and the crystals thus deposited were collected by filtratio... Reactants: C(CCCCCCCCCCCCCCC)OCC(CCCCC=C)OC (8-(hexadecyloxy)-7-methoxy-1-octene), B (borane), OO (hydrogen peroxide), [OH-].[Na+] (sodium hydroxide). Solvent: O1CCCC1 (tetrahydrofuran), O1CCCC1 (tetrahydrofuran), O (water). Run at temperature 25 celsius, time 3 hour. Yields the product C(CCCCCCCCCCCCCCC)OCC(CCCCCCO)OC (8-(Hexadecyloxy)-7-methoxy-1-octanol). As a reaction SMILES: [CH2:1]([O:17][CH2:18][CH:19]([O:26][CH3:27])[CH2:20][CH2:21][CH2:22][CH2:23][CH:24]=[CH2:25])[CH2:2][CH2:3][CH2:4][CH2:5][CH2:6][CH2:7][CH2:8][CH2:9][CH2:10][CH2:11][CH2:12][CH2:13][CH2:14][CH2:15][CH3:16].B.[OH-:29].[Na+].OO>O1CCCC1.O>[CH2:1]([O:17][CH2:18][CH:19]([O:26][CH3:27])[CH2:20][CH2:21][CH2:22][CH2:23][CH2:24][CH2:25][OH:29])[CH2:2][CH2:3][CH2:4][CH2:5][CH2:6][CH2:7][CH2:8][CH2:9][CH2:10][CH2:11][CH2:12][CH2:13][CH2:14][CH2:15][CH3:16] |f:2.3|. Reported procedure: To a solution of 8-(hexadecyloxy)-7-methoxy-1-octene in 100 ml of tetrahydrofuran was added a solution of 112.3 ml of 1.0M borane in tetrahydrofuran at 0° C. over a 1 hour period. The mixture was stirred on addition 3 hours at 25° C. The solution was recooled to 0° C. and a solution of 187.3 ml of 3M sodium hydroxide was slowly added followed by 216 ml of 30% hydrogen peroxide. After 30 minutes, the mixture was poured into water and extracted with ether. The ether solution was dried and evaporat...